This data is from the Open Reaction Database (ORD), a public repository of structured organic reaction records. The task is: describe an organic reaction: reactants, conditions, products, and yield Isolated yield 63.6%. The product is C(C1=CC=CC=C1)(=O)C1=C(C=CC=C1)SCC(C=O)CC (2-((2-Benzoylphenylthio)methyl)butyraldehyde). Reaction conditions: time 3 day. The reactants are C(C)C(C=O)=C (2-ethylacrolein), SC1=C(C(=O)C2=CC=CC=C2)C=CC=C1 (2-mercaptobenzophenone). The solvent is C1CCOC1 (THF), CCOCC (ether), C1CCOC1 (THF). RXN SMILES: [CH2:1]([C:3](=[CH2:6])[CH:4]=[O:5])[CH3:2].[SH:7][C:8]1[CH:21]=[CH:20][CH:19]=[CH:18][C:9]=1[C:10]([C:12]1[CH:17]=[CH:16][CH:15]=[CH:14][CH:13]=1)=[O:11]>C1COCC1.CCOCC>[C:10]([C:9]1[CH:18]=[CH:19][CH:20]=[CH:21][C:8]=1[S:7][CH2:6][CH:3]([CH2:1][CH3:2])[CH:4]=[O:5])(=[O:11])[C:12]1[CH:17]=[CH:16][CH:15]=[CH:14][CH:13]=1. Procedure: To an ice bath cooled solution of 9.76 g (0.116 mole) of 2-ethylacrolein in 40 mL of dry THF was added 24.6 g (0.116 mole) of 2-mercaptobenzophenone in 40 mL of THF followed by 13 g (0.128 mole) of triethylanine. The reaction mixture was stirred at room temperature for 3 days, diluted with ether, and was washed successively with dilute HCl, brine, and 1 M potassium carbonate. The ether layer was dried over MgSO4 and concentrated in vacuo. The residue was purified by HPLC (10% EtOAc-hexane) to gi... Yields the product ClC1=CC(=NC(=N1)N1[C@H](COCC1)C)C1=CC=C(C=C1)NC(=O)NC1CC1 ((S)-1-(4-(6-chloro-2-(3-methylmorpholino)pyrimidin-4-yl)phenyl)-3-cyclopropylurea). Procedure: Method as described for intermediate 5 using (S)-4-(4,6-dichloropyrimidin-2-yl)-3-methylmorpholine (intermediate 1B) and 4-(3-cyclopropylureido)phenyl boronic acid pinacol ester to afford an orange solid (400 mg, 31%). Yield: 31.0%. Reaction SMILES: FC1C=C(C2N=C(SC)N=C(N3CCOC[C@@H]3C)C=2)C=NC=1.Cl[C:24]1[CH:29]=[C:28]([Cl:30])[N:27]=[C:26]([N:31]2[CH2:36][CH2:35][O:34][CH2:33][C@@H:32]2[CH3:37])[N:25]=1.[CH:38]1([NH:41][C:42](=[O:59])[NH:43][C:44]2[CH:49]=[CH:48][C:47](B3OC(C)(C)C(C)(C)O3)=[CH:46][CH:45]=2)[CH2:40][CH2:39]1>>[Cl:30][C:28]1[N:27]=[C:26]([N:31]2[CH2:36][CH2:35][O:34][CH2:33][C@@H:32]2[CH3:37])[N:25]=[C:24]([C:47]2[CH:48]=[CH:49][C:44]([NH:43][C:42]([NH:41][CH:38]3[CH2:39][CH2:40]3)=[O:59])=[CH:45][CH:46]=2)[CH:29]=1. Reactants: FC=1C=C(C=NC1)C1=CC(=NC(=N1)SC)N1[C@H](COCC1)C ((S)-4-(6-(5-fluoropyridin-3-yl)-2-(methylthio)pyrimidin-4-yl)-3-methylmorpholine), C1(CC1)NC(NC1=CC=C(C=C1)B1OC(C)(C)C(C)(C)O1)=O (4-(3-cyclopropylureido)phenyl boronic acid pinacol ester), ClC1=NC(=NC(=C1)Cl)N1[C@H](COCC1)C ((S)-4-(4,6-dichloropyrimidin-2-yl)-3-methylmorpholine), ClC1=NC(=NC(=C1)Cl)N1[C@H](COCC1)C ((S)-4-(4,6-dichloropyrimidin-2-yl)-3-methylmorpholine). Reactants: [C-]#N, O=C1C=CCCN1Cc1ccc(F)c(Cl)c1, [K+], CN(C)C=O, O. The product is N#CC1=CC(=O)N(Cc2ccc(F)c(Cl)c2)CC1. As a reaction SMILES: [C-:17]#[N:18].[Cl:1][c:2]1[cH:3][c:4]([CH2:5][N:6]2[C:7](=[O:12])[CH:8]=[CH:9][CH2:10][CH2:11]2)[cH:13][cH:14][c:15]1[F:16].[K+:19].[O:20]=[CH:21][N:22]([CH3:23])[CH3:24].[OH2:25]>>[Cl:1][c:2]1[cH:3][c:4]([CH2:5][N:6]2[C:7](=[O:12])[CH:8]=[C:9]([C:17]#[N:18])[CH2:10][CH2:11]2)[cH:13][cH:14][c:15]1[F:16].